From a dataset of the Open Reaction Database (ORD), a public repository of structured organic reaction records. describe an organic reaction: reactants, conditions, products, and yield The reactants are Nc1n[nH]c(-c2ccccc2)c1Br, CCOC(C)=O, CCCCCC, COc1cc(N2CCN(C(=O)CCl)CC2)ccc1Br, [K+], [K+], O=C([O-])[O-], CN(C)C=O. Product: COc1cc(N2CCN(C(=O)Cn3nc(N)c(Br)c3-c3ccccc3)CC2)ccc1Br. As a reaction SMILES: [Br:1][c:2]1[c:3]([NH2:13])[n:4][nH:5][c:6]1-[c:7]1[cH:8][cH:9][cH:10][cH:11][cH:12]1.[C:44]([O:45][CH2:46][CH3:47])(=[O:48])[CH3:49].[CH3:50][CH2:51][CH2:52][CH2:53][CH2:54][CH3:55].[Cl:20][CH2:21][C:22](=[O:23])[N:24]1[CH2:25][CH2:26][N:27]([c:30]2[cH:31][c:32]([O:37][CH3:38])[c:33]([Br:36])[cH:34][cH:35]2)[CH2:28][CH2:29]1.[K+:14].[K+:15].[O-:16][C:17]([O-:18])=[O:19].[O:39]=[CH:40][N:41]([CH3:42])[CH3:43]>>[Br:1][c:2]1[c:3]([NH2:13])[n:4][n:5]([CH2:21][C:22](=[O:23])[N:24]2[CH2:25][CH2:26][N:27]([c:30]3[cH:31][c:32]([O:37][CH3:38])[c:33]([Br:36])[cH:34][cH:35]3)[CH2:28][CH2:29]2)[c:6]1-[c:7]1[cH:8][cH:9][cH:10][cH:11][cH:12]1. The reactants are O (water), CI (Methyl iodide), C([O-])([O-])=O.[K+].[K+] (potassium carbonate), OC=1C=CC(=C(C=O)C1)[N+](=O)[O-] (5-hydroxy-2-nitrobenzaldehyde). The solvent is CN(C=O)C (N,N-dimethylformamide). Conditions: time 18 hour. The product is COC=1C=CC(=C(C=O)C1)[N+](=O)[O-] (5-Methoxy-2-nitrobenzaldehyde). Reaction SMILES: CI.[C:3](=O)([O-])[O-].[K+].[K+].[OH:9][C:10]1[CH:11]=[CH:12][C:13]([N+:18]([O-:20])=[O:19])=[C:14]([CH:17]=1)[CH:15]=[O:16].O>CN(C)C=O>[CH3:3][O:9][C:10]1[CH:11]=[CH:12][C:13]([N+:18]([O-:20])=[O:19])=[C:14]([CH:17]=1)[CH:15]=[O:16] |f:1.2.3|. Procedure: Methyl iodide (23.34 g, 0.165 mol) and potassium carbonate (22.73 g, 0.165 mol) are added to a solution of 5-hydroxy-2-nitrobenzaldehyde (25 g, 0.149 mol) in N,N-dimethylformamide. The reaction mixture is stirred at room temperature for 18 hours and poured into water. The resultant aqueous mixture is extracted with ethyl acetate. The organic extracts are combined, washed with brine, dried over anhydrous sodium sulfate and concentrated in vacuo to give the title product as a brown solid, mp 89°-9... Starting materials: [Al+3], CC(=O)Cl, ClC(Cl)Cl, [Cl-], [Cl-], [Cl-], ClCCCl, O=C1Nc2ccccc2Oc2sccc21. The product is CC(=O)c1cc2c(s1)Oc1ccccc1NC2=O. As a reaction SMILES: [Al+3:25].[CH3:20][C:21]([Cl:22])=[O:23].[CH:28]([Cl:29])([Cl:30])[Cl:31].[Cl-:24].[Cl-:26].[Cl-:27].[Cl:16][CH2:17][CH2:18][Cl:19].[s:1]1[cH:2][cH:3][c:4]2[c:5]1[O:6][c:7]1[c:8]([cH:12][cH:13][cH:14][cH:15]1)[NH:9][C:10]2=[O:11]>>[s:1]1[c:2]([C:21]([CH3:20])=[O:23])[cH:3][c:4]2[c:5]1[O:6][c:7]1[c:8]([cH:12][cH:13][cH:14][cH:15]1)[NH:9][C:10]2=[O:11]. The reactants are N([C@@H]([C@@H](C)CC)C(=O)O)C(=O)OCC1C2=CC=CC=C2C2=CC=CC=C12 (Fmoc-L-Ile), N1CCCCC1 (piperidine), Cl (HCl). The solvent is ClCCl (dichloromethane), C(C)O (ethanol). The product is N[C@@H]([C@@H](C)CC)C(=O)O (L-Ile), Cl (HCl). Isolated yield 77.0%. As a reaction SMILES: [NH:1](C(OCC1C2C(=CC=CC=2)C2C1=CC=CC=2)=O)[C@H:2]([C:7]([OH:9])=[O:8])[C@H:3]([CH2:5][CH3:6])[CH3:4].N1CCCCC1.[ClH:33]>ClCCl.C(O)C>[NH2:1][C@H:2]([C:7]([OH:9])=[O:8])[C@H:3]([CH2:5][CH3:6])[CH3:4].[ClH:33]. Reported procedure: Fmoc-L-Ile-AE (19 mg; 0.0314 mmol) was treated with piperidine (0.05 ml; 0.502 mmol) in dichloromethane (2 ml) for 1 hr. The solvent and piperidine were removed under vacuum. The residue was suspended in n-hexane and centrifuged. Once the supernatant solvent was removed, the solid obtained was treated with HCl in ethanol (2 ml). Solvent evaporation gave L-Ile-AE×HCl (10 mg; 77%). Procedure details: A mixture of 400 g of 1,2-dichloro-1-iodotrifluoroethane, 140 g of tetrafluoroethene and 4 g of benzoyl peroxide was heated in 1 L autoclave at 130° C. for 4.5 hours. GC analysis of the reaction mixture (458 g) indicated 37% of starting material, 51% of desired product and 7% of 5,6-dichloro-1-iodoperfluorohexane. The reaction mixture was distilled on a 91 cm spinning band column to give 18.6 g of lower boiler, bp 80°-99° C. (mainly starting material), 138.6 g of starting material, bp 100°-102° ... As a reaction SMILES: [Cl:1][C:2]([F:8])(I)[C:3]([F:6])([F:5])[Cl:4].FC(F)=C(F)F.C(OOC(=O)C1C=CC=CC=1)(=O)C1C=CC=CC=1.ClC(F)(C(F)(F)Cl)C(F)(F)C(F)(F)[C:37]([F:43])([F:42])[C:38]([F:41])([F:40])[I:39]>>[Cl:1][C:2]([F:8])([C:3]([F:6])([F:5])[Cl:4])[C:37]([F:43])([F:42])[C:38]([F:41])([F:40])[I:39]. Conditions: temperature 130 celsius. Yields the product ClC(C(C(I)(F)F)(F)F)(C(Cl)(F)F)F (3.4-DICHLORO-1-IODOPERFLUOROBUTANE). Isolated yield 51.0%. Reactants: ClC(C(Cl)(F)F)(I)F (1,2-dichloro-1-iodotrifluoroethane), FC(=C(F)F)F (tetrafluoroethene), C(C1=CC=CC=C1)(=O)OOC(C1=CC=CC=C1)=O (benzoyl peroxide), mixture, starting material, ClC(C(C(C(C(I)(F)F)(F)F)(F)F)(F)F)(C(Cl)(F)F)F (5,6-dichloro-1-iodoperfluorohexane). Starting materials: O=S(=O)(Cl)C1CC1, CCN(C(C)C)C(C)C, Cl, CN(C(=O)N(C)C1CNCC1c1ccc(F)cc1)c1cc(C(F)(F)F)cc(C(F)(F)F)c1, CN(C)C=O, O. The product is CN(C(=O)N(C)C1CN(S(=O)(=O)C2CC2)CC1c1ccc(F)cc1)c1cc(C(F)(F)F)cc(C(F)(F)F)c1. Reaction SMILES: [CH:34]1([S:37](=[O:38])(=[O:39])[Cl:40])[CH2:35][CH2:36]1.[CH:41]([N:42]([CH2:43][CH3:44])[CH:45]([CH3:46])[CH3:47])([CH3:48])[CH3:49].[ClH:1].[F:2][C:3]([c:4]1[cH:5][c:6]([N:14]([C:15](=[O:16])[N:17]([CH3:18])[CH:19]2[CH2:20][NH:21][CH2:22][CH:23]2[c:24]2[cH:25][cH:26][c:27]([F:30])[cH:28][cH:29]2)[CH3:31])[cH:7][c:8]([C:10]([F:11])([F:12])[F:13])[cH:9]1)([F:32])[F:33].[O:51]=[CH:52][N:53]([CH3:54])[CH3:55].[OH2:50]>>[F:2][C:3]([c:4]1[cH:5][c:6]([N:14]([C:15](=[O:16])[N:17]([CH3:18])[CH:19]2[CH2:20][N:21]([S:37]([CH:34]3[CH2:35][CH2:36]3)(=[O:38])=[O:39])[CH2:22][CH:23]2[c:24]2[cH:25][cH:26][c:27]([F:30])[cH:28][cH:29]2)[CH3:31])[cH:7][c:8]([C:10]([F:11])([F:12])[F:13])[cH:9]1)([F:32])[F:33]. Starting materials: [H-].[Na+] (NaH), O1C=C(C=C1)[C@@H]1[C@]2(C)[C@](CC1)([C@@H]1CC[C@@H]3C[C@H](CC[C@]3(C)[C@H]1CC2)O)O (17β-(3-furyl)-5β-androstane-3β,14β-diol), O (water), C(C)OC(CBr)OCC (bromoacetaldehyde diethylacetal). Solvent: O1CCCC1 (tetrahydrofuran). Yields the product C(C)OC(CO[C@@H]1C[C@H]2CC[C@H]3[C@]4(CC[C@@H]([C@@]4(C)CC[C@@H]3[C@]2(CC1)C)C1=COC=C1)O)OCC (3β-(2,2-diethoxy-ethoxy)-17β-(3-furyl)-5β-androstan-14β-ol). RXN SMILES: [H-].[Na+].[O:3]1[CH:7]=[CH:6][C:5]([C@H:8]2[CH2:13][CH2:12][C@:11]3([OH:28])[C@H:14]4[C@H:24]([CH2:25][CH2:26][C@:9]23[CH3:10])[C@:22]2([CH3:23])[C@@H:17]([CH2:18][C@@H:19]([OH:27])[CH2:20][CH2:21]2)[CH2:16][CH2:15]4)=[CH:4]1.[CH2:29]([O:31][CH:32]([O:35][CH2:36][CH3:37])[CH2:33]Br)[CH3:30].O>O1CCCC1>[CH2:29]([O:31][CH:32]([O:35][CH2:36][CH3:37])[CH2:33][O:27][C@H:19]1[CH2:20][CH2:21][C@@:22]2([CH3:23])[C@H:17]([CH2:16][CH2:15][C@@H:14]3[C@@H:24]2[CH2:25][CH2:26][C@@:9]2([CH3:10])[C@:11]3([OH:28])[CH2:12][CH2:13][C@@H:8]2[C:5]2[CH:6]=[CH:7][O:3][CH:4]=2)[CH2:18]1)[CH3:30] |f:0.1|. Reported procedure: To a suspension of 5.5 g of NaH (60% dispersion in mineral oil) in 400 ml of dry tetrahydrofuran 7.0 g of 17β-(3-furyl)-5β-androstane-3β,14β-diol (II-a: Ref. comp.) (Minato H. and Nagasaki T., J. Chem. Soc.(C), 1966, 377) were added at room temperature in a nitrogen atmosphere. The mixture was kept at reflux for 6 hrs, then 26 ml of bromoacetaldehyde diethylacetal were added; the suspension was kept at reflux temperature for 4 hrs, 50 ml of water were added cautiously, and the tetrahydrofuran wa...